Dataset: the Open Reaction Database (ORD), a public repository of structured organic reaction records. Task: describe an organic reaction: reactants, conditions, products, and yield Reactants: O=C1CCC(=O)N1Br, ClC(Cl)(Cl)Cl, CC(C)(C#N)N=NC(C)(C)C#N, CCOC(=O)C=C(C)c1ccccc1. The product is CCOC(=O)C=C(CBr)c1ccccc1. As a reaction SMILES: [Br:27][N:28]1[C:29](=[O:30])[CH2:31][CH2:32][C:33]1=[O:34].[C:35]([Cl:36])([Cl:37])([Cl:38])[Cl:39].[N:15]([C:16]([CH3:17])([CH3:18])[C:19]#[N:20])=[N:21][C:22]([CH3:23])([CH3:24])[C:25]#[N:26].[c:1]1([C:7](=[CH:8][C:9](=[O:10])[O:11][CH2:12][CH3:13])[CH3:14])[cH:2][cH:3][cH:4][cH:5][cH:6]1>>[c:1]1([C:7](=[CH:8][C:9](=[O:10])[O:11][CH2:12][CH3:13])[CH2:14][Br:27])[cH:2][cH:3][cH:4][cH:5][cH:6]1. Starting materials: FC(F)=C(F)CCBr, CN(C)C=O, N#CC(C#N)Cc1ccc(SC(F)(F)F)cc1, [H-], [Na+]. Yields the product N#CC(C#N)(CCC(F)=C(F)F)Cc1ccc(SC(F)(F)F)cc1. As a reaction SMILES: [Br:20][CH2:21][CH2:22][C:23](=[C:24]([F:25])[F:26])[F:27].[CH3:28][N:29]([CH3:30])[CH:31]=[O:32].[F:1][C:2]([S:3][c:4]1[cH:5][cH:6][c:7]([CH2:8][CH:9]([C:10]#[N:11])[C:12]#[N:13])[cH:14][cH:15]1)([F:16])[F:17].[H-:18].[Na+:19]>>[F:1][C:2]([S:3][c:4]1[cH:5][cH:6][c:7]([CH2:8][C:9]([C:10]#[N:11])([C:12]#[N:13])[CH2:21][CH2:22][C:23](=[C:24]([F:25])[F:26])[F:27])[cH:14][cH:15]1)([F:16])[F:17]. The reactants are BrC(Br)(Br)Br, CCCCC1COC(c2ccc(C=O)cc2)OC1, ClCCl, CCCCCC, c1ccc(P(c2ccccc2)c2ccccc2)cc1. Yields the product CCCCC1COC(c2ccc(C=C(Br)Br)cc2)OC1. RXN SMILES: [Br:1][C:2]([Br:3])([Br:4])[Br:5].[CH2:25]([CH2:26][CH2:27][CH3:28])[CH:29]1[CH2:30][O:31][CH:32]([c:35]2[cH:36][cH:37][c:38]([CH:39]=[O:40])[cH:41][cH:42]2)[O:33][CH2:34]1.[CH2:49]([Cl:50])[Cl:51].[CH3:43][CH2:44][CH2:45][CH2:46][CH2:47][CH3:48].[c:6]1([P:7]([c:8]2[cH:9][cH:10][cH:11][cH:12][cH:13]2)[c:14]2[cH:15][cH:16][cH:17][cH:18][cH:19]2)[cH:20][cH:21][cH:22][cH:23][cH:24]1>>[Br:1][C:2]([Br:5])=[CH:39][c:38]1[cH:37][cH:36][c:35]([CH:32]2[O:31][CH2:30][CH:29]([CH2:25][CH2:26][CH2:27][CH3:28])[CH2:34][O:33]2)[cH:42][cH:41]1. The reactants are Cc1c(NC(=O)c2ccc(C(C)(C)C)cc2)cccc1B1OC(C)(C)C(C)(C)O1, O=C([O-])[O-], COCCOC, Cn1cc(Br)cc(N)c1=O, [Na+], [Na+], c1ccc(P(c2ccccc2)(c2ccccc2)[Pd](P(c2ccccc2)(c2ccccc2)c2ccccc2)(P(c2ccccc2)(c2ccccc2)c2ccccc2)P(c2ccccc2)(c2ccccc2)c2ccccc2)cc1. Product: Cc1c(NC(=O)c2ccc(C(C)(C)C)cc2)cccc1-c1cc(N)c(=O)n(C)c1. RXN SMILES: [C:11]([CH3:12])([CH3:13])([CH3:14])[c:15]1[cH:16][cH:17][c:18]([C:19](=[O:20])[NH:21][c:22]2[c:23]([CH3:37])[c:24]([B:28]3[O:29][C:30]([CH3:31])([CH3:32])[C:33]([CH3:34])([CH3:35])[O:36]3)[cH:25][cH:26][cH:27]2)[cH:38][cH:39]1.[C:46](=[O:47])([O-:48])[O-:49].[CH3:40][O:41][CH2:42][CH2:43][O:44][CH3:45].[NH2:1][c:2]1[c:3](=[O:10])[n:4]([CH3:9])[cH:5][c:6]([Br:8])[cH:7]1.[Na+:50].[Na+:51].[cH:52]1[cH:53][cH:54][c:55]([P:56]([Pd:57]([P:58]([c:59]2[cH:60][cH:61][cH:62][cH:63][cH:64]2)([c:65]2[cH:66][cH:67][cH:68][cH:69][cH:70]2)[c:71]2[cH:72][cH:73][cH:74][cH:75][cH:76]2)([P:77]([c:78]2[cH:79][cH:80][cH:81][cH:82][cH:83]2)([c:84]2[cH:85][cH:86][cH:87][cH:88][cH:89]2)[c:90]2[cH:91][cH:92][cH:93][cH:94][cH:95]2)[P:96]([c:97]2[cH:98][cH:99][cH:100][cH:101][cH:102]2)([c:103]2[cH:104][cH:105][cH:106][cH:107][cH:108]2)[c:109]2[cH:110][cH:111][cH:112][cH:113][cH:114]2)([c:115]2[cH:116][cH:117][cH:118][cH:119][cH:120]2)[c:121]2[cH:122][cH:123][cH:124][cH:125][cH:126]2)[cH:127][cH:128]1>>[NH2:1][c:2]1[c:3](=[O:10])[n:4]([CH3:9])[cH:5][c:6](-[c:24]2[c:23]([CH3:37])[c:22]([NH:21][C:19]([c:18]3[cH:17][cH:16][c:15]([C:11]([CH3:12])([CH3:13])[CH3:14])[cH:39][cH:38]3)=[O:20])[cH:27][cH:26][cH:25]2)[cH:7]1. Reactants: BrC1=CC=C(C=C1)Br (1,4-dibromobenzene), C(CCC)[Li] (butyl lithium), [NH4+].[Cl-] (NH4Cl), CC(C=O)=C (2-methylpropenal). Solvent: C1CCOC1 (THF). Run at temperature -78 celsius, time 1 hour. Product: BrC1=CC=C(C=C1)C(C(=C)C)O (1-(4-bromophenyl)-2-methylprop-2-en-1-ol). As a reaction SMILES: Br[C:2]1[CH:7]=[CH:6][C:5]([Br:8])=[CH:4][CH:3]=1.C([Li])CCC.[CH3:14][C:15](=[CH2:18])[CH:16]=[O:17].[NH4+].[Cl-]>C1COCC1>[Br:8][C:5]1[CH:6]=[CH:7][C:2]([CH:16]([OH:17])[C:15]([CH3:18])=[CH2:14])=[CH:3][CH:4]=1 |f:3.4|. Reported procedure: To a cold (−78° C.) solution of 1,4-dibromobenzene 1 (42.4 mmol, 10 g) in THF (60 mL) was added butyl lithium(42.4 mmol, 2.5 M in hexane). The mixture was stirred at −78° C. for 1 h. 2-methylpropenal (42.4 mmol, 2.97 g) was added. The mixture was stirred at −78° C. for 1 h. NH4Cl was added. The mixture was extracted with EtOAc. The organic extract was washed with brine, dried and concentrated to an oil. Chromatography (5-15% EtOAc/hexane) gave the desired alcohol.